Dataset: the Open Reaction Database (ORD), a public repository of structured organic reaction records. Task: describe an organic reaction: reactants, conditions, products, and yield Starting materials: C([O-])(O)=O.[Na+] (sodium bicarbonate), Br.C(C)(=O)O (Hydrobromic acid acetic acid), C(C1=CC=CC=C1)OC(=O)N[C@@H]1CN(CC[C@H]1NC(=O)C=1NC(=C(N1)Cl)CC)C=1SC(=C(N1)C)C(=O)OCC (ethyl trans(±)-2-(3-{[(benzyloxy)carbonyl]amino}-4-{[(4-chloro-5-ethyl-1H-imidazol-2-yl)carbonyl]amino}piperidin-1-yl)-4-methyl-1,3-thiazole-5-carboxylate), C(C1=CC=CC=C1)OC(=O)N[C@@H]1CN(CC[C@H]1NC(=O)C=1NC(=C(N1)Cl)CC)C=1SC(=C(N1)C)C(=O)OCC (Ethyl trans(±)-2-(3-{[(benzyloxy)carbonyl]amino}-4-{[(4-chloro-5-ethyl-1H-imidazol-2-yl)carbonyl]amino}piperidin-1-yl)-4-methyl-1,3-thiazole-5-carboxylate). Reaction conditions: time 25 minute. Yields the product N[C@@H]1CN(CC[C@H]1NC(=O)C=1NC(=C(N1)Cl)CC)C=1SC(=C(N1)C)C(=O)OCC (Ethyl trans(±)-2-(3-amino-4-{[(4-chloro-5-ethyl-1H-imidazol-2-yl)carbonyl]amino}piperidin-1-yl)-4-methyl-1,3-thiazole-5-carboxylate). Isolated yield 100.0%. Reaction SMILES: Br.C(O)(=O)C.C(OC([NH:16][C@H:17]1[C@H:22]([NH:23][C:24]([C:26]2[NH:27][C:28]([CH2:32][CH3:33])=[C:29]([Cl:31])[N:30]=2)=[O:25])[CH2:21][CH2:20][N:19]([C:34]2[S:35][C:36]([C:40]([O:42][CH2:43][CH3:44])=[O:41])=[C:37]([CH3:39])[N:38]=2)[CH2:18]1)=O)C1C=CC=CC=1.C(=O)(O)[O-].[Na+]>>[NH2:16][C@H:17]1[C@H:22]([NH:23][C:24]([C:26]2[NH:27][C:28]([CH2:32][CH3:33])=[C:29]([Cl:31])[N:30]=2)=[O:25])[CH2:21][CH2:20][N:19]([C:34]2[S:35][C:36]([C:40]([O:42][CH2:43][CH3:44])=[O:41])=[C:37]([CH3:39])[N:38]=2)[CH2:18]1 |f:0.1,3.4|. Reported procedure: Hydrobromic acid/acetic acid solution (1 mL) was added to ethyl trans(±)-2-(3-{[(benzyloxy)carbonyl]amino}-4-{[(4-chloro-5-ethyl-1H-imidazol-2-yl)carbonyl]amino}piperidin-1-yl)-4-methyl-1,3-thiazole-5-carboxylate obtained by the method described in Example (79e) (62 mg, 0.11 mmol), and the mixture was stirred for 25 minutes. Saturated aqueous sodium bicarbonate solution was added to the reaction solution. Purification by reverse phase silica gel chromatography (elution solvent: distilled water, ... Reactants: O=C([O-])[O-], COC(=O)NC(C(=O)NN(Cc1ccc(Br)cc1)CC(O)(Cc1ccccc1)C(=O)NC1c2ccccc2CC1O)C(C)(C)C, CCO, COCCOC, [Na+], [Na+], OB(O)c1ccccc1. The product is COC(=O)NC(C(=O)NN(Cc1ccc(-c2ccccc2)cc1)CC(O)(Cc1ccccc1)C(=O)NC1c2ccccc2CC1O)C(C)(C)C. As a reaction SMILES: [C:55](=[O:56])([O-:57])[O-:58].[CH3:1][O:2][C:3]([NH:4][CH:5]([C:6]([CH3:7])([CH3:8])[CH3:9])[C:10](=[O:11])[NH:12][N:13]([CH2:14][C:15]([CH2:16][c:17]1[cH:18][cH:19][cH:20][cH:21][cH:22]1)([C:23]([NH:24][CH:25]1[CH:26]([OH:34])[CH2:27][c:28]2[cH:29][cH:30][cH:31][cH:32][c:33]21)=[O:35])[OH:36])[CH2:37][c:38]1[cH:39][cH:40][c:41]([Br:44])[cH:42][cH:43]1)=[O:45].[CH3:61][CH2:62][OH:63].[CH3:64][O:65][CH2:66][CH2:67][O:68][CH3:69].[Na+:59].[Na+:60].[OH:46][B:47]([OH:48])[c:49]1[cH:50][cH:51][cH:52][cH:53][cH:54]1>>[CH3:1][O:2][C:3]([NH:4][CH:5]([C:6]([CH3:7])([CH3:8])[CH3:9])[C:10](=[O:11])[NH:12][N:13]([CH2:14][C:15]([CH2:16][c:17]1[cH:18][cH:19][cH:20][cH:21][cH:22]1)([C:23]([NH:24][CH:25]1[CH:26]([OH:34])[CH2:27][c:28]2[cH:29][cH:30][cH:31][cH:32][c:33]21)=[O:35])[OH:36])[CH2:37][c:38]1[cH:39][cH:40][c:41](-[c:49]2[cH:50][cH:51][cH:52][cH:53][cH:54]2)[cH:42][cH:43]1)=[O:45]. Reactants: C1CCOC1, CCCCCC, COC(=O)Cc1c(Cl)nc(Cc2ccc(NC(=O)c3ccc4ccccc4c3)cc2)nc1N(C)C, [Na+], [OH-], O. Yields the product CN(C)c1nc(Cc2ccc(NC(=O)c3ccc4ccccc4c3)cc2)nc(Cl)c1CC(=O)O. As a reaction SMILES: [CH2:39]1[O:40][CH2:41][CH2:42][CH2:43]1.[CH3:44][CH2:45][CH2:46][CH2:47][CH2:48][CH3:49].[Cl:1][c:2]1[n:3][c:4]([CH2:16][c:17]2[cH:18][cH:19][c:20]([NH:23][C:24](=[O:25])[c:26]3[cH:27][c:28]4[cH:29][cH:30][cH:31][cH:32][c:33]4[cH:34][cH:35]3)[cH:21][cH:22]2)[n:5][c:6]([N:13]([CH3:14])[CH3:15])[c:7]1[CH2:8][C:9](=[O:10])[O:11][CH3:12].[Na+:37].[OH-:36].[OH2:38]>>[Cl:1][c:2]1[n:3][c:4]([CH2:16][c:17]2[cH:18][cH:19][c:20]([NH:23][C:24](=[O:25])[c:26]3[cH:27][c:28]4[cH:29][cH:30][cH:31][cH:32][c:33]4[cH:34][cH:35]3)[cH:21][cH:22]2)[n:5][c:6]([N:13]([CH3:14])[CH3:15])[c:7]1[CH2:8][C:9](=[O:10])[OH:11].